This data is from the Open Reaction Database (ORD), a public repository of structured organic reaction records. The task is: describe an organic reaction: reactants, conditions, products, and yield Starting materials: C(C1=CC=CC=C1)OC1=CC=C(C=C1)C=1C(N2C=CC3=C(C2=C(C1)C(=O)O)SC=C3)=O (8-[p-(benzyloxy)phenyl]-7-oxo-7H-thieno[2,3-a]quinolizine-10-carboxylic acid), C(C1=CC=CC=C1)NCCOC (benzyl-(2-methoxy-ethyl)-amine), O=S(Cl)Cl (SOCl2), CN(C)C=O (DMF). Solvent: C1(=CC=CC=C1)C (toluene), C(C)N(CC)CC (triethylamine), ClCCl (dichloromethane). Yields the product C(C1=CC=CC=C1)N(C(=O)C=1C=C(C(N2C=CC3=C(C12)SC=C3)=O)C3=CC=C(C=C3)OCC3=CC=CC=C3)CCOC (8-(4-Benzyloxy-phenyl)-7-oxo-7H-thieno[2,3-a]quinolizine-10-carboxylic acid benzyl-(2-methoxy-ethyl)-amide). Reaction SMILES: [CH2:1]([O:8][C:9]1[CH:14]=[CH:13][C:12]([C:15]2[C:16](=[O:31])[N:17]3[C:22](=[C:23]([C:25]([OH:27])=O)[CH:24]=2)[C:21]2[S:28][CH:29]=[CH:30][C:20]=2[CH:19]=[CH:18]3)=[CH:11][CH:10]=1)[C:2]1[CH:7]=[CH:6][CH:5]=[CH:4][CH:3]=1.O=S(Cl)Cl.CN(C=O)C.[CH2:41]([NH:48][CH2:49][CH2:50][O:51][CH3:52])[C:42]1[CH:47]=[CH:46][CH:45]=[CH:44][CH:43]=1>C1(C)C=CC=CC=1.ClCCl.C(N(CC)CC)C>[CH2:41]([N:48]([CH2:49][CH2:50][O:51][CH3:52])[C:25]([C:23]1[CH:24]=[C:15]([C:12]2[CH:13]=[CH:14][C:9]([O:8][CH2:1][C:2]3[CH:7]=[CH:6][CH:5]=[CH:4][CH:3]=3)=[CH:10][CH:11]=2)[C:16](=[O:31])[N:17]2[C:22]=1[C:21]1[S:28][CH:29]=[CH:30][C:20]=1[CH:19]=[CH:18]2)=[O:27])[C:42]1[CH:47]=[CH:46][CH:45]=[CH:44][CH:43]=1. Procedure details: From 8-[p-(benzyloxy)phenyl]-7-oxo-7H-thieno[2,3-a]quinolizine-10-carboxylic acid with SOCl2 and DMF in toluene. Then treatment with triethylamine and benzyl-(2-methoxy-ethyl)-amine in dichloromethane. Starting materials: Cl (hydrochloric acid), [N+](=O)([O-])C1=C(N)C=CC=C1 (o-nitro-aniline), C(C1=CC=CC=C1)O (benzyl alcohol), 50, [OH-].[Na+] (sodium hydroxide). The solvent is [Cl-].[Zn+2].[Cl-] (zinc chloride), O (water), petroleum ether, CCOCC (ether). Product: C(C1=CC=CC=C1)C1=CC(=C(N)C=C1)[N+](=O)[O-] (4-benzyl-2-nitro-aniline). As a reaction SMILES: Cl.[N+:2]([C:5]1[CH:11]=[CH:10][CH:9]=[CH:8][C:6]=1[NH2:7])([O-:4])=[O:3].[CH2:12](O)[C:13]1[CH:18]=[CH:17][CH:16]=[CH:15][CH:14]=1.[OH-].[Na+]>[Cl-].[Zn+2].[Cl-].CCOCC.O>[CH2:12]([C:10]1[CH:9]=[CH:8][C:6]([NH2:7])=[C:5]([N+:2]([O-:4])=[O:3])[CH:11]=1)[C:13]1[CH:18]=[CH:17][CH:16]=[CH:15][CH:14]=1 |f:3.4,5.6.7|. Procedure: To 20.4 parts of 36% w/w hydrochloric acid in which had previously been dissolved 13.4 parts of anhydrous zinc chloride are added 27.6 parts of o-nitro-aniline and 10.8 parts of benzyl alcohol. This mixture is stirred under reflux temperature for 6 hours and then poured into a hot solution of 50 parts of sodium hydroxide in 100 parts of water. After allowing the decomposed reaction mixtures to cool the organic phase is extracted with ether, and the ether solution washed with water, the ether eva...